Dataset: the Open Reaction Database (ORD), a public repository of structured organic reaction records. Task: describe an organic reaction: reactants, conditions, products, and yield Reactants: C1(=CC=CC=C1)S (thiophenol), BrC1=C2C=NN(C2=CC=C1)S(=O)(=O)C1=CC=CC=C1 (4-Bromo-1-(phenylsulfonyl)-1H-indazole), CC(C)N1N=CC=C1C(=O)NC1=C2C=NN(C2=CC(=C1)[Sn](C)(C)C)S(=O)(=O)C1=CC=CC=C1 (1-(1-Methylethyl)-N-[1-(phenylsulfonyl)-6-(trimethylstannanyl)-1H-indazol-4-yl]-1H-pyrazole-5-carboxamide). The reagents and catalysts are catalyst. Run in CN(C)C=O (DMF), CN(C)C=O (DMF). Run at temperature 135 celsius, time 8 hour. Yields the product N1N=CC=2C(=CC=CC12)C1=CC(=C2C=NNC2=C1)NC(=O)C1=CC=NN1C(C)C (N-1H,1′H-4,6′-Biindazol-4′-yl-1-(1-methylethyl)-1H-pyrazole-5-carboxamide). RXN SMILES: Br[C:2]1[CH:10]=[CH:9][CH:8]=[C:7]2[C:3]=1[CH:4]=[N:5][N:6]2S(C1C=CC=CC=1)(=O)=O.[CH3:20][CH:21]([N:23]1[C:27]([C:28]([NH:30][C:31]2[CH:39]=[C:38]([Sn](C)(C)C)[CH:37]=[C:36]3[C:32]=2[CH:33]=[N:34][N:35]3S(C2C=CC=CC=2)(=O)=O)=[O:29])=[CH:26][CH:25]=[N:24]1)[CH3:22].C1(S)C=CC=CC=1>CN(C=O)C>[NH:6]1[C:7]2[CH:8]=[CH:9][CH:10]=[C:2]([C:38]3[CH:37]=[C:36]4[C:32]([CH:33]=[N:34][NH:35]4)=[C:31]([NH:30][C:28]([C:27]4[N:23]([CH:21]([CH3:20])[CH3:22])[N:24]=[CH:25][CH:26]=4)=[O:29])[CH:39]=3)[C:3]=2[CH:4]=[N:5]1. Procedure: 4-Bromo-1-(phenylsulfonyl)-1H-indazole (61 mg) in DMF (0.4 ml) was added to 1-(1-Methylethyl)-N-[1-(phenylsulfonyl)-6-(trimethylstannanyl)-1H-indazol-4-yl]-1H-pyrazole-5-carboxamide (100 mg) in DMF (0.4 ml). Solvias catalyst (4 mg) was added and the sealed vessel was heated in the Anton Paar microwave at 135° C. for 20 min. PS-thiophenol resin was added and the reaction was stirred overnight before being filtered onto a C18SPE cartridge, pre-washed with 0.1% TFA, with acetonitrile. The cartridge...